Dataset: the Open Reaction Database (ORD), a public repository of structured organic reaction records. Task: describe an organic reaction: reactants, conditions, products, and yield Reactants: C1(=CC=CC=C1)C1(CCCCC1)C(=O)O (1-Phenyl-cyclohexanecarboxylic acid), O=S(Cl)Cl (SOCl2), C(C)(C)N(CCO)C(C)C (2-Diisopropylaminoethanol). Run at temperature 80 celsius, time 0.5 hour. Yields the product Cl.C1(=CC=CC=C1)C1(CCCCC1)C(=O)OCCN(C(C)C)C(C)C (2-(Diisopropylamino)ethyl 1-phenylcyclohexanecarboxylate Hydrochloride). As a reaction SMILES: [C:1]1([C:7]2([C:13]([OH:15])=[O:14])[CH2:12][CH2:11][CH2:10][CH2:9][CH2:8]2)[CH:6]=[CH:5][CH:4]=[CH:3][CH:2]=1.O=S(Cl)[Cl:18].[CH:20]([N:23]([CH:27]([CH3:29])[CH3:28])[CH2:24][CH2:25]O)([CH3:22])[CH3:21]>>[ClH:18].[C:1]1([C:7]2([C:13]([O:15][CH2:25][CH2:24][N:23]([CH:27]([CH3:29])[CH3:28])[CH:20]([CH3:22])[CH3:21])=[O:14])[CH2:12][CH2:11][CH2:10][CH2:9][CH2:8]2)[CH:6]=[CH:5][CH:4]=[CH:3][CH:2]=1 |f:3.4|. Procedure details: 1-Phenyl-cyclohexanecarboxylic acid (1 g, 4.9 mmol) was refluxed with SOCl2 (15 mL). After 0.5 h, the reaction mixture was evaporated and the residue was dissolved in toluene. 2-Diisopropylaminoethanol (1.4 g, 9.8 mmol) was added and the mixture was stirred at 80° C. for 14 h. The reaction mixture was filtered and chromatographed on silica gel using toluene-Et3N 95:5 as eluent. The yield was 1.5 g (84%); mp 119-122° C.; 1H NMR (D2O) δ 1.38 (d, 12H), 1.40 (m, 1H), 1.54 (m, 2H), 1.63-1.76 (m, 3H),...